Task: describe an organic reaction: reactants, conditions, products, and yield. Dataset: the Open Reaction Database (ORD), a public repository of structured organic reaction records The reactants are P(=O)(Cl)(Cl)Cl (phosphorous oxychloride), resultant suspension, O (water), C1(=CC=CC=C1)C=1N=C(NC1)C(=O)N (4-phenyl-1H-imidazole-2-carboxamide), O (water), C([O-])([O-])=O.[K+].[K+] (potassium carbonate). Run in N1=CC=CC=C1 (pyridine). Reaction conditions: temperature -20 celsius. The product is C1(=CC=CC=C1)C=1N=C(NC1)C#N (4-phenyl-1H-imidazole-2-carbonitrile). The yield is 49.1%. Reaction SMILES: [C:1]1([C:7]2[N:8]=[C:9]([C:12]([NH2:14])=O)[NH:10][CH:11]=2)[CH:6]=[CH:5][CH:4]=[CH:3][CH:2]=1.P(Cl)(Cl)(Cl)=O.O.C(=O)([O-])[O-].[K+].[K+]>N1C=CC=CC=1>[C:1]1([C:7]2[N:8]=[C:9]([C:12]#[N:14])[NH:10][CH:11]=2)[CH:2]=[CH:3][CH:4]=[CH:5][CH:6]=1 |f:3.4.5|. Procedure: A suspension of 4.55 g of 4-phenyl-1H-imidazole-2-carboxamide in pyridine (30 ml) was stirred and cooled to -20° C. and treated dropwise with phosphorous oxychloride (2.3 ml) keeping the internal temperature below 0° C. After 40 min the reaction mixture was cooled to -25° C. and water (5 ml) was slowly added. The resultant suspension was poured into stirred water, carefully basified with potassium carbonate, and then filtered. The filtered solid was dissolved in dichloromethane and passed throug... Run in C(Cl)(Cl)Cl (chloroform). Reaction SMILES: [NH:1]([C:8]1[CH:14]=[CH:13][CH:12]=[CH:11][C:9]=1[NH2:10])[C:2]1[CH:7]=[CH:6][CH:5]=[CH:4][CH:3]=1.[N:15]1[CH:20]=[CH:19][CH:18]=[C:17]([CH2:21][C:22](O)=O)[CH:16]=1.P(Cl)(Cl)(Cl)=O>C(Cl)(Cl)Cl>[N:15]1[CH:20]=[CH:19][CH:18]=[C:17]([CH2:21][C:22]2[N:1]([C:2]3[CH:3]=[CH:4][CH:5]=[CH:6][CH:7]=3)[C:8]3[CH:14]=[CH:13][CH:12]=[CH:11][C:9]=3[N:10]=2)[CH:16]=1. The yield is 35.1%. The product is N1=CC(=CC=C1)CC1=NC2=C(N1C1=CC=CC=C1)C=CC=C2 (2-(pyridin-3-yl)methyl-1-phenyl-1H-benzimidazole). Reported procedure: To a solution of 2-anilinoaniline (1.84 g) and 3-pyridineacetic acid (1.37 g) in chloroform (20 ml) was dropwise added phosphorus oxychloride (1.53 g) and the mixture was refluxed for 6 hours. After removal of the solvent under reduced pressure, the resultant residue was poured into a saturated aqueous solution of sodium bicarbonate. The mixture was extracted twice with ethyl acetate. The combined extract was washed with water and a saturated aqueous solution of sodium chloride successively, and... Reactants: N(C1=CC=CC=C1)C1=C(N)C=CC=C1 (2-anilinoaniline), N1=CC(=CC=C1)CC(=O)O (3-pyridineacetic acid), P(=O)(Cl)(Cl)Cl (phosphorus oxychloride). Starting materials: CC(C=O)(CC1=CC(=CC=C1)C)C (2,2-dimethyl-3-(3-methylphenyl)-propionaldehyde), C(C)(C)O (isopropanol), [BH4-].[Na+] (sodium borohydride), [BH4-].[Na+] (sodium borohydride), Cl (HCl). The solvent is C(C)OCC (diethyl ether). Run at temperature 20 celsius, time 24 hour. The product is CC(CO)(CC1=CC(=CC=C1)C)C (2,2-dimethyl-3-(3-methylphenyl)-propan-1-ol). Reaction SMILES: [CH3:1][C:2]([CH3:13])([CH2:5][C:6]1[CH:11]=[CH:10][CH:9]=[C:8]([CH3:12])[CH:7]=1)[CH:3]=[O:4].C(O)(C)C.[BH4-].[Na+].Cl>C(OCC)C>[CH3:1][C:2]([CH3:13])([CH2:5][C:6]1[CH:11]=[CH:10][CH:9]=[C:8]([CH3:12])[CH:7]=1)[CH2:3][OH:4] |f:2.3|. Procedure details: 44 g of 2,2-dimethyl-3-(3-methylphenyl)-propionaldehyde (according to Example 3) were added in small portions under argon and at 20° C. to a pre-mix of 150 ml of isopropanol and 3.8 g of sodium borohydride. The entire mixture was stirred for 24 hours at 20° C. Excess sodium borohydride was then decomposed by the dropwise addition of 2N HCl. The reaction mixture was then taken up in 150 ml of diethyl ether and extracted with water, 2N NaOH and, again, with water. Starting materials: CC(=O)CC1=CC=NC=C1 (4-pyridinylmethyl methyl ketone), C(C)OC=C(C#N)C#N (ethoxymethylenemalononitrile), C(C)O (ethanol). The product is CC=1NC(C(C#N)=CC1C1=CC=NC=C1)=O (1,2-dihydro-6-methyl-2-oxo-5-(4-pyridinyl)nicotinonitrile). As a reaction SMILES: [CH3:1][C:2]([CH2:4][C:5]1[CH:10]=[CH:9][N:8]=[CH:7][CH:6]=1)=O.C(O[CH:14]=[C:15]([C:18]#[N:19])[C:16]#[N:17])C.C([OH:22])C>>[CH3:1][C:2]1[NH:17][C:16](=[O:22])[C:15](=[CH:14][C:4]=1[C:5]1[CH:10]=[CH:9][N:8]=[CH:7][CH:6]=1)[C:18]#[N:19]. Procedure details: The invention resides in the process which comprises reacting pyridinylmethyl methyl ketone with ethoxymethylenemalononitrile in a lower-alkanol to produce 1,2-dihydro-6-methyl-2-oxo-5-(pyridinyl)nicotinonitrile, where pyridinyl is 4- or 3-pyridinyl or 4- or 3-pyridinyl having one or two lower-alkyl substituents. In a preferred embodiment 4(or 3)-pyridinylmethyl methyl ketone and ethoxymethylenemalononitrile are heated in ethanol to produce 1,2-dihydro-6-methyl-2-oxo-5-[4(or 3)-pyridinyl]nicotin... Reactants: N(=O)[O-].[Na+] (sodium nitrite), F[B-](F)(F)F.[Na+] (sodium fluoroborate), Cl (hydrochloric acid), NC1=CC=CC=C1 (aniline). Solvent: O (water), O (water), O (water). Reaction conditions: temperature 0 celsius, time 5 minute. The product is F[B-](F)(F)F.C1(=CC=CC=C1)[N+]#N (Benzenediazonium Tetrafluoroborate). Reaction SMILES: Cl.[NH2:2][C:3]1[CH:8]=[CH:7][CH:6]=[CH:5][CH:4]=1.[N:9]([O-])=O.[Na+].[F:13][B-:14]([F:17])([F:16])[F:15].[Na+]>O>[F:13][B-:14]([F:17])([F:16])[F:15].[C:3]1([N+:2]#[N:9])[CH:8]=[CH:7][CH:6]=[CH:5][CH:4]=1 |f:2.3,4.5,7.8|. Procedure: In a 400 mL beaker containing 30 mL of concentrated hydrochloric acid and 30 mL of water was dissolved 9.2 g (0.1 mole) of aniline. The mixture was cooled to about 0° C. in an ice bath and then diazotized by the addition of a solution containing 7 g (0.1 mole) of sodium nitrite in 12 mL of water. After filtering, the solution was added slowly with stirring to 17 g (0.15 mole) of sodium fluoroborate (NaBF4) dissolved in 30 mL of water at room temperature (although lower temperatures can be used).... Starting materials: [OH-].[K+] (potassium hydroxide), Cl (hydrochloric acid), C(CCC)OCCOC1=CC=C(C=C1)C=1C=CC2=C(C=C(CCN2CC#CC)C(=O)OC)C1 (methyl 7-[4-(2-butoxyethoxy)phenyl]-1-(2-butynyl)-2,3-dihydro-1-benzazepine-4-carboxylate). Solvent: C1CCOC1 (THF), CO (methanol). Conditions: temperature 50 celsius, time 3 hour. Yields the product C(CCC)OCCOC1=CC=C(C=C1)C=1C=CC2=C(C=C(CCN2CC#CC)C(=O)O)C1 (7-[4-(2-butoxyethoxy)phenyl]-1-(2-butynyl)-2,3-dihydro-1-benzazepine-4-carboxylic acid). Isolated yield 82.6%. As a reaction SMILES: [CH2:1]([O:5][CH2:6][CH2:7][O:8][C:9]1[CH:14]=[CH:13][C:12]([C:15]2[CH:16]=[CH:17][C:18]3[N:24]([CH2:25][C:26]#[C:27][CH3:28])[CH2:23][CH2:22][C:21]([C:29]([O:31]C)=[O:30])=[CH:20][C:19]=3[CH:33]=2)=[CH:11][CH:10]=1)[CH2:2][CH2:3][CH3:4].[OH-].[K+].Cl>C1COCC1.CO>[CH2:1]([O:5][CH2:6][CH2:7][O:8][C:9]1[CH:10]=[CH:11][C:12]([C:15]2[CH:16]=[CH:17][C:18]3[N:24]([CH2:25][C:26]#[C:27][CH3:28])[CH2:23][CH2:22][C:21]([C:29]([OH:31])=[O:30])=[CH:20][C:19]=3[CH:33]=2)=[CH:13][CH:14]=1)[CH2:2][CH2:3][CH3:4] |f:1.2|. Procedure: In THF (5.0 ml)/methanol (5.0 ml) was dissolved methyl 7-[4-(2-butoxyethoxy)phenyl]-1-(2-butynyl)-2,3-dihydro-1-benzazepine-4-carboxylate (0.50 g). To the solution was added 2N potassium hydroxide (5.0 ml), and the mixture was stirred at 50° C. for 3 hours. pH was adjusted to approximate 4 with 6N hydrochloric acid, and the solvent was concentrated to half under reduced pressure. The concentrated material was extracted with ethyl acetate, and the extract was washed with saturated brine and dried... Starting materials: COC=1C=C2C(=NC=NC2=CC1OC)N1CCC(CC1)N1C(NC2=CC=C(C=C2C1=O)[N+](=O)[O-])=O (3-[1-(6,7-dimethoxy-4-quinazolinyl)-4-piperidinyl]-1,2,3,4-tetrahydro-6-nitro-2,4-dioxoquinazoline), C(CCC)I (butyl iodide). Procedure details: The procedure similar to that described in Example 1 was repeated, except that 334.6 mg (0.7 mmol) of Compound 24 was used and butyl iodide was used in place of methyl iodide. As a result, 228.9 mg (yield: 61%) of Compound 4 was obtained as pale yellow crystals. Yields the product C(CCC)N1C(N(C(C2=CC(=CC=C12)[N+](=O)[O-])=O)C1CCN(CC1)C1=NC=NC2=CC(=C(C=C12)OC)OC)=O (1-Butyl-3-[1-(6,7-dimethoxy-4-quinazolinyl)-4-piperidinyl]-1,2,3,4-tetrahydro-6-nitro-2,4-dioxo-quinazoline). Isolated yield 61.0%. Reaction SMILES: [CH3:1][O:2][C:3]1[CH:4]=[C:5]2[C:10](=[CH:11][C:12]=1[O:13][CH3:14])[N:9]=[CH:8][N:7]=[C:6]2[N:15]1[CH2:20][CH2:19][CH:18]([N:21]2[C:30](=[O:31])[C:29]3[C:24](=[CH:25][CH:26]=[C:27]([N+:32]([O-:34])=[O:33])[CH:28]=3)[NH:23][C:22]2=[O:35])[CH2:17][CH2:16]1.[CH2:36](I)[CH2:37][CH2:38][CH3:39]>>[CH2:36]([N:23]1[C:24]2[C:29](=[CH:28][C:27]([N+:32]([O-:34])=[O:33])=[CH:26][CH:25]=2)[C:30](=[O:31])[N:21]([CH:18]2[CH2:19][CH2:20][N:15]([C:6]3[C:5]4[C:10](=[CH:11][C:12]([O:13][CH3:14])=[C:3]([O:2][CH3:1])[CH:4]=4)[N:9]=[CH:8][N:7]=3)[CH2:16][CH2:17]2)[C:22]1=[O:35])[CH2:37][CH2:38][CH3:39].